Dataset: the Open Reaction Database (ORD), a public repository of structured organic reaction records. Task: describe an organic reaction: reactants, conditions, products, and yield Yields the product BrC1=CC(=C(C(=C1N)CSC)F)F (6-bromo-3,4-difluoro-2-methylthiomethylaniline). Reported procedure: To a solution of 2-bromo-4,5-difluoroaniline (100 g) and dimethyl sulfide (40 ml) in anhydrous dichloromethane (1.2 liter) is added gradually N-chlorosuccinimide (90 g) at below 15° C., and thereafter is further added in portions triethylamine (93 ml) at 15° C. After the addition, the mixture is refluxed for 7 hours. After cooling, 10% aqueous sodium hydroxide (one liter) is added to the reaction mixture, and the mixture is extracted with dichloromethane. The extract is dried over magnesium sulf... The reactants are [OH-].[Na+] (sodium hydroxide), BrC1=C(N)C=C(C(=C1)F)F (2-bromo-4,5-difluoroaniline), CSC (dimethyl sulfide), ClN1C(CCC1=O)=O (N-chlorosuccinimide). Reaction SMILES: [Br:1][C:2]1[CH:8]=[C:7]([F:9])[C:6]([F:10])=[CH:5][C:3]=1[NH2:4].[CH3:11][S:12][CH3:13].ClN1C(=O)CCC1=O.[OH-].[Na+]>ClCCl.C(N(CC)CC)C>[Br:1][C:2]1[C:3]([NH2:4])=[C:5]([CH2:11][S:12][CH3:13])[C:6]([F:10])=[C:7]([F:9])[CH:8]=1 |f:3.4|. The solvent is ClCCl (dichloromethane), C(C)N(CC)CC (triethylamine). The reactants are C(C1=CC=CC=C1)OC(=O)NCCC=O (3-(benzyloxycarbonylamino)propionaldehyde), CP(OCC)=O (ethyl P-methylphosphinate). Run in C(C)N(CC)CC (triethylamine). Product: C(C1=CC=CC=C1)OC(=O)NCCC(O)P(OCC)(=O)C (ethyl P-(3-benzyloxycarbonylamino-1-hydroxy-propyl)-P-methyl-phosphinate). RXN SMILES: [CH2:1]([O:8][C:9]([NH:11][CH2:12][CH2:13][CH:14]=[O:15])=[O:10])[C:2]1[CH:7]=[CH:6][CH:5]=[CH:4][CH:3]=1.[CH3:16][PH:17](=[O:21])[O:18][CH2:19][CH3:20]>C(N(CC)CC)C>[CH2:1]([O:8][C:9]([NH:11][CH2:12][CH2:13][CH:14]([P:17]([CH3:16])(=[O:21])[O:18][CH2:19][CH3:20])[OH:15])=[O:10])[C:2]1[CH:7]=[CH:6][CH:5]=[CH:4][CH:3]=1. Procedure: A mixture of 5.18 g of 3-(benzyloxycarbonylamino)propionaldehyde, 2.7 g of ethyl P-methylphosphinate and 2,53 g of triethylamine is heated to 100° under an inert gas atmosphere for 2 hours. After cooling to room temperature the volatile materials are removed under reduced pressure to afford a viscous oil. Chromatography thereof on silica gel gives ethyl P-(3-benzyloxycarbonylamino-1-hydroxy-propyl)-P-methyl-phosphinate as a colourless, viscous oil. Reactants: BrCCOCCOCCOCCOC=1C=C(C=CC1OC)C[C@H]([C@H](CC1=CC(=C(C=C1)OC)OC)C)C ((±)-(2R,3S)-1-[3-(12-Bromo-1,4,7,10-tetraoxadodecanyl)-4-methoxyphenyl]-4-(3,4-dimethoxyphenyl)-2,3-dimethylbutane), C([O-])([O-])=O.[K+].[K+] (potassium carbonate), [N+](=O)([O-])C=1NC=CN1 (2-nitroimidazole). RXN SMILES: Br[CH2:2][CH2:3][O:4][CH2:5][CH2:6][O:7][CH2:8][CH2:9][O:10][CH2:11][CH2:12][O:13][C:14]1[CH:15]=[C:16]([CH2:22][C@@H:23]([CH3:37])[C@@H:24]([CH3:36])[CH2:25][C:26]2[CH:31]=[CH:30][C:29]([O:32][CH3:33])=[C:28]([O:34][CH3:35])[CH:27]=2)[CH:17]=[CH:18][C:19]=1[O:20][CH3:21].C(=O)([O-])[O-].[K+].[K+].[N+:44]([C:47]1[NH:48][CH:49]=[CH:50][N:51]=1)([O-:46])=[O:45]>>[CH3:35][O:34][C:28]1[CH:27]=[C:26]([CH2:25][C@H:24]([CH3:36])[C@H:23]([CH3:37])[CH2:22][C:16]2[CH:17]=[CH:18][C:19]([O:20][CH3:21])=[C:14]([O:13][CH2:12][CH2:11][O:10][CH2:9][CH2:8][O:7][CH2:6][CH2:5][O:4][CH2:3][CH2:2][N:48]3[CH:49]=[CH:50][N:51]=[C:47]3[N+:44]([O-:46])=[O:45])[CH:15]=2)[CH:31]=[CH:30][C:29]=1[O:32][CH3:33] |f:1.2.3|. Reported procedure: The Standard Procedure 2 was followed by use of 5b (135.1 mg, 0.2315 mmol, 1.0 equiv), potassium carbonate (67.5 mg, 0.488 mmol, 2.1 equiv), and 2-nitroimidazole (6b, 54.3 mg, 0.485 mmol, 2.0 equiv). After workup and purification with column chromatography (80% EtOAc in hexanes as eluant), 7d (121.2 mg, 0.1970 mmol) was obtained in 85% yield as a yellow gummy oil: 1H NMR (CDCl3, 400 MHz) δ 0.81 (d, J=6.4 Hz, 6H, 2×CH3), 1.73 (m, 2H, 2×CH), 2.23-2.29 (m, 2H, 2×ArCH), 2.69-2.74 (m, 2H, 2×ArCH), 3.... Isolated yield 85.1%. Yields the product COC=1C=C(C=CC1OC)C[C@@H]([C@@H](CC1=CC(=C(C=C1)OC)OCCOCCOCCOCCN1C(=NC=C1)[N+](=O)[O-])C)C ((±)-(2R,3S)-4-(3,4-Dimethoxyphenyl)-1-[4-methoxy-3-[12-(2-nitro-1H-imidazol-1-yl)-1,4,7,10-tetraoxadodecanyl]phenyl]-2,3-dimethylbutane). Reactants: Cl.CC1=C2C=CC(NC2=CC=[N+]1[O-])=O (5-methyl-1,6-naphthyridin-2(1H)-one-6-oxide hydrochloride), C(C)(=O)OC(C)=O (acetic anhydride). Run at time 48 hour. Yields the product C(C)(=O)OCC1=C2C=CC(NC2=CC=N1)=O (5-[(acetyloxy)methyl]-1,6-naphthyridin-2(1H)-one). As a reaction SMILES: Cl.[CH3:2][C:3]1[N+:12]([O-])=[CH:11][CH:10]=[C:9]2[C:4]=1[CH:5]=[CH:6][C:7](=[O:14])[NH:8]2.[C:15]([O:18]C(=O)C)(=[O:17])[CH3:16]>>[C:15]([O:18][CH2:2][C:3]1[N:12]=[CH:11][CH:10]=[C:9]2[C:4]=1[CH:5]=[CH:6][C:7](=[O:14])[NH:8]2)(=[O:17])[CH3:16] |f:0.1|. Procedure: A mixture containing 38.2 g of 5-methyl-1,6-naphthyridin-2(1H)-one-6-oxide hydrochloride and 300 ml of acetic anhydride was refluxed with stirring on a steam bath for 48 hours and then the reaction mixture was cooled to room temperature. The separated product was collected, recrystallized from dimethylformamide and dried in vacuo at 80° C. to produce 10.5 g of 5-[(acetyloxy)methyl]-1,6-naphthyridin-2(1H)-one as its hydrochloride, m.p. 162°-165° C. with decomposition. Reaction SMILES: [CH2:1]([N:8]1[CH2:13][CH2:12][C:11](=O)[CH2:10][CH2:9]1)[C:2]1[CH:7]=[CH:6][CH:5]=[CH:4][CH:3]=1.Cl.CN.[C:18]([BH3-])#[N:19].[Na+]>CO>[CH2:1]([N:8]1[CH2:13][CH2:12][CH:11]([NH:19][CH3:18])[CH2:10][CH2:9]1)[C:2]1[CH:7]=[CH:6][CH:5]=[CH:4][CH:3]=1 |f:1.2,3.4|. Product: C(C1=CC=CC=C1)N1CCC(CC1)NC (N-(1-benzylpiperidin-4yl)-N-methylamine). Conditions: time 5 minute. The reactants are C(C1=CC=CC=C1)N1CCC(CC1)=O (1-benzyl-4-piperidone), Cl.CN (N-methylamine hydrochloride), C(#N)[BH3-].[Na+] (sodium cyanoborohydride). Procedure details: A mixture of 1-benzyl-4-piperidone (XXV, Chart G, 24.5 mL, 0.1295 mol), N-methylamine hydrochloride (44.75 g, 0.6628 mol) and methanol (50 ml) is stirred for 35 minutes at 20-25°, at which time additional methanol (10 ml) is added. The mixture is then cooled in an ice bath and a solution of sodium cyanoborohydride (9.1749 g, 0.1460 mol) in methanol (68 ml) is added to the mixture. The mixture is stirred for 5 min and then is allowed to warm to 20-25°. After 1.25 hr the mixture is concentrated un... The solvent is CO (methanol), CO (methanol), CO (methanol). The reactants are solution, COC1=CC=C(C=C1)S(=O)(=O)Cl (4-methoxybenzenesulfonyl chloride), NC1=CC=CC=2SC3=CC=CC=C3NC12 (1-amino-10H-phenothiazine). The solvent is O1CCCC1 (tetrahydrofuran), N1=CC=CC=C1 (pyridine). The product is COC1=CC=C(C=C1)S(=O)(=O)NC1=CC=CC=2SC3=CC=CC=C3NC12 (4-Methoxy-N-(10H-phenothiazin-1-yl)benzenesulfonamide). The yield is 59.8%. Reaction SMILES: [NH2:1][C:2]1[C:15]2[NH:14][C:13]3[C:8](=[CH:9][CH:10]=[CH:11][CH:12]=3)[S:7][C:6]=2[CH:5]=[CH:4][CH:3]=1.[CH3:16][O:17][C:18]1[CH:23]=[CH:22][C:21]([S:24](Cl)(=[O:26])=[O:25])=[CH:20][CH:19]=1>N1C=CC=CC=1.O1CCCC1>[CH3:16][O:17][C:18]1[CH:19]=[CH:20][C:21]([S:24]([NH:1][C:2]2[C:15]3[NH:14][C:13]4[C:8](=[CH:9][CH:10]=[CH:11][CH:12]=4)[S:7][C:6]=3[CH:5]=[CH:4][CH:3]=2)(=[O:26])=[O:25])=[CH:22][CH:23]=1. Procedure details: 107 mg (0.5 mmol) of 1-amino-10H-phenothiazine was dissolved in 4 ml of pyridine. Then 2 ml of a solution of 115 mg (0.55 mmol) of 4-methoxybenzenesulfonyl chloride in tetrahydrofuran was added thereto under stirring at room temperature. After stirring at room temperature overnight, the reaction mixture was concentrated. Then ethyl acetate and water were added to the residue and the organic layer was separated, washed with water and dried over magnesium sulfate. After concentrating, the residue ... RXN SMILES: [CH3:14][O:15][c:16]1[cH:17][cH:18][c:19]([CH2:20][Cl:21])[cH:22][cH:23]1.[CH3:1][S:2][c:3]1[n:4][cH:5][cH:6][c:7](-[c:9]2[cH:10][n:11][nH:12][cH:13]2)[n:8]1.[Cl:24][CH2:25][Cl:26].[OH2:27]>>[CH3:1][S:2][c:3]1[n:4][cH:5][cH:6][c:7](-[c:9]2[cH:10][n:11][n:12]([CH2:20][c:19]3[cH:18][cH:17][c:16]([O:15][CH3:14])[cH:23][cH:22]3)[cH:13]2)[n:8]1. Product: COc1ccc(Cn2cc(-c3ccnc(SC)n3)cn2)cc1. Starting materials: COc1ccc(CCl)cc1, CSc1nccc(-c2cn[nH]c2)n1, ClCCl, O. Reactants: CC(C)(C)O, [K+], CC(Cl)=Cc1cc(C)nc(Nc2ccccc2)n1, [OH-], O. Product: CC#Cc1cc(C)nc(Nc2ccccc2)n1. As a reaction SMILES: [C:19]([OH:20])([CH3:21])([CH3:22])[CH3:23].[K+:25].[NH:1]([c:2]1[cH:3][cH:4][cH:5][cH:6][cH:7]1)[c:8]1[n:9][c:10]([CH:15]=[C:16]([CH3:17])[Cl:18])[cH:11][c:12]([CH3:14])[n:13]1.[OH-:24].[OH2:26]>>[NH:1]([c:2]1[cH:3][cH:4][cH:5][cH:6][cH:7]1)[c:8]1[n:9][c:10]([C:15]#[C:16][CH3:17])[cH:11][c:12]([CH3:14])[n:13]1.